This data is from the Open Reaction Database (ORD), a public repository of structured organic reaction records. The task is: describe an organic reaction: reactants, conditions, products, and yield Starting materials: C(C)(=O)[O-].[K+] (potassium acetate), FC1=C(C=CC(=C1)F)C1(OC1)C(C)(C)SCC1=CC=C(C=C1)OC ((±)-2-(2,4-difluorophenyl)-2-(1-((4-methoxyphenyl)methylthio)-1-methylethyl)oxirane), C1COCCOCCOCCOCCOCCO1 (18-crown-6). Procedure details: A solution of 1.12 g (11.4 mmol) of potassium acetate in 2 ml of water was added to a solution of 2.0 g (5.7 mmol) of (±)-2-(2,4-difluorophenyl)-2-(1-((4-methoxyphenyl)methylthio)-1-methylethyl)oxirane and 0.15 g (0.57 mmol) of 18-crown-6 in 12 ml of DMA, and the mixture was stirred at 110° C. for 30 hours. After being allowed to cool, 50 ml of water was added to the reaction mixture, followed by extraction with ethyl acetate. The organic layer was washed with a saturated sodium chloride aqueous... The solvent is O (water), CC(=O)N(C)C (DMA), O (water). The product is FC1=C(C=CC(=C1)F)C(CO)(C(C)(C)SCC1=CC=C(C=C1)OC)O ((±)-2-(2,4-difluorophenyl)-3-((4-methoxyphenyl)methylthio)- 3-methylbutane-1,2-diol). Reaction conditions: temperature 110 celsius, time 30 hour. Reaction SMILES: C([O-])(=[O:3])C.[K+].[F:6][C:7]1[CH:12]=[C:11]([F:13])[CH:10]=[CH:9][C:8]=1[C:14]1([C:17]([S:20][CH2:21][C:22]2[CH:27]=[CH:26][C:25]([O:28][CH3:29])=[CH:24][CH:23]=2)([CH3:19])[CH3:18])[CH2:16][O:15]1.C1OCCOCCOCCOCCOCCOC1>O.CC(N(C)C)=O>[F:6][C:7]1[CH:12]=[C:11]([F:13])[CH:10]=[CH:9][C:8]=1[C:14]([OH:3])([C:17]([S:20][CH2:21][C:22]1[CH:23]=[CH:24][C:25]([O:28][CH3:29])=[CH:26][CH:27]=1)([CH3:19])[CH3:18])[CH2:16][OH:15] |f:0.1|. Yield: 75.2%. Reactants: COC(N[C@H](C(=O)N1CC2(OCCO2)C[C@H]1C=1NC(=CN1)C1=CC=C(C=C1)C1=CC2=CC=C(C=C2C=C1)C1=CN=C(N1)[C@H]1N(CCC1)C([C@@H](C1=CC=CC=C1)NC(=O)OC)=O)C(C)C)=O ((S)-1-((S)-8-(5-(4-(6-(2-((S)-1-((R)-2-(methoxycarbonylamino)-2-phenylacetyl)pyrrolidin-2-yl)-1H-imidazol-5-yl)naphthalen-2-yl)phenyl)-1H-imidazol-2-yl)-1,4-dioxa-7-azaspiro[4.4]nonan-7-yl)-3-methyl-1-oxobutan-2-ylcarbamic acid methyl ester), Cl (HCl), O=C([C@H](C1CCOCC1)NC(OC)=O)N1CC2(OCCO2)C[C@H]1C=1NC(=CN1)C1=CC2=CC=C(C=C2C=C1)C1=CC=C(C=C1)C1=CN=C(N1)[C@H]1NCCC1 (methyl (S)-2-oxo-2-((S)-8-(5-(6-(4-(2-((S)-pyrrolidin-2-yl)-1H-imidazol-5-yl)phenyl)naphthalen-2-yl)-1H-imidazol-2-yl)-1,4-dioxa-7-azaspiro[4.4]nonan-7-yl)-1-(tetrahydro-2H-pyran-4-yl)ethylcarbamate), Cl (HCl). Product: COC(NC(C(=O)N1[C@@H](CCC1)C=1NC(=CN1)C1=CC=C(C=C1)C1=CC2=CC=C(C=C2C=C1)C1=CN=C(N1)[C@H]1N(CC2(OCCO2)C1)C([C@H](C(C)C)NC(=O)OC)=O)C1=CC=CC=C1)=O (2-((S)-2-(5-(4-(6-(2-((S)-7-((S)-2-(methoxycarbonylamino)-3-methylbutanoyl)-1,4-dioxa-7-azaspiro[4.4]nonan-8-yl)-1H-imidazol-5-yl)naphthalen-2-yl)phenyl)-1H-imidazol-2-yl)pyrrolidin-1-yl)-2-oxo-1-phenylethylcarbamic acid methyl ester). RXN SMILES: COC(=O)N[C@@H](C(C)C)C(N1[C@H](C2NC(C3C=CC(C4C=CC5C(=CC=C(C6NC([C@@H]7CCCN7[C:48](=[O:61])[C@H:49]([NH:56][C:57]([O:59][CH3:60])=[O:58])[C:50]7[CH:55]=[CH:54][CH:53]=[CH:52][CH:51]=7)=NC=6)C=5)C=4)=CC=3)=CN=2)CC2(OCCO2)C1)=O.[O:66]=[C:67]([N:80]1[C@H:88]([C:89]2[NH:90][C:91]([C:94]3[CH:103]=[CH:102][C:101]4[C:96](=[CH:97][CH:98]=[C:99]([C:104]5[CH:109]=[CH:108][C:107]([C:110]6[NH:114][C:113]([C@@H:115]7[CH2:119][CH2:118][CH2:117][NH:116]7)=[N:112][CH:111]=6)=[CH:106][CH:105]=5)[CH:100]=4)[CH:95]=3)=[CH:92][N:93]=2)[CH2:87][C:82]2([O:86][CH2:85][CH2:84][O:83]2)[CH2:81]1)[C@@H:68]([NH:75][C:76](=[O:79])[O:77][CH3:78])[CH:69]1[CH2:74]COC[CH2:70]1.Cl>>[CH3:60][O:59][C:57](=[O:58])[NH:56][CH:49]([C:50]1[CH:55]=[CH:54][CH:53]=[CH:52][CH:51]=1)[C:48]([N:116]1[CH2:117][CH2:118][CH2:119][C@H:115]1[C:113]1[NH:114][C:110]([C:107]2[CH:106]=[CH:105][C:104]([C:99]3[CH:98]=[CH:97][C:96]4[C:101](=[CH:102][CH:103]=[C:94]([C:91]5[NH:90][C:89]([C@@H:88]6[CH2:87][C:82]7([O:86][CH2:85][CH2:84][O:83]7)[CH2:81][N:80]6[C:67](=[O:66])[C@@H:68]([NH:75][C:76]([O:77][CH3:78])=[O:79])[CH:69]([CH3:70])[CH3:74])=[N:93][CH:92]=5)[CH:95]=4)[CH:100]=3)=[CH:109][CH:108]=2)=[CH:111][N:112]=1)=[O:61]. Procedure: Title compound was prepared according to the method employed to prepare (S)-1-((S)-8-(5-(4-(6-(2-((S)-1-((R)-2-(methoxycarbonylamino)-2-phenylacetyl)pyrrolidin-2-yl)-1H-imidazol-5-yl)naphthalen-2-yl)phenyl)-1H-imidazol-2-yl)-1,4-dioxa-7-azaspiro[4.4]nonan-7-yl)-3-methyl-1-oxobutan-2-ylcarbamic acid methyl ester, except that methyl (S)-3-methyl-1-oxo-1-((S)-8-(5-(6-(4-(2-((S)-pyrrolidin-2-yl)-1H-imidazol-5-yl)phenyl)naphthalen-2-yl)-1H-imidazol-2-yl)-1,4-dioxa-7-azaspiro[4.4]nonan-7-yl)butan-2-yl...